From a dataset of the Open Reaction Database (ORD), a public repository of structured organic reaction records. describe an organic reaction: reactants, conditions, products, and yield Starting materials: EtOAc petrol, CC1=CC=C(C=C1)S(=O)(=O)OCCC#C (but-3-ynyl 4-methylbenzenesulfonate), crude product, CC1=CC=C(C=C1)S(=O)(=O)Cl (4-Methylbenzenesulfonyl chloride), C(CC#C)O (3-butyn-1-ol), N1=CC=CC=C1 (pyridine), O=CC1=CC(OC)=C(O)C=C1 (Vanillin), CC1=CC=C(C=C1)S(=O)(=O)OCCC#C (but-3-ynyl 4-methylbenzenesulfonate). Solvent: C(Cl)Cl (CH2Cl2). Product: C(CC#C)OC1=C(C=C(C=O)C=C1)OC (4-(but-3-ynyloxy)-3-methoxybenzaldehyde). Yield: 33.5%. As a reaction SMILES: CC1C=CC(S(Cl)(=O)=O)=CC=1.[CH2:12]([OH:16])[CH2:13][C:14]#[CH:15].N1C=CC=CC=1.CC1C=CC(S(OCCC#C)(=O)=O)=CC=1.[O:38]=[CH:39][C:40]1[CH:48]=[CH:47][C:45](O)=[C:42]([O:43][CH3:44])[CH:41]=1>C(Cl)Cl>[CH2:12]([O:16][C:45]1[CH:47]=[CH:48][C:40]([CH:39]=[O:38])=[CH:41][C:42]=1[O:43][CH3:44])[CH2:13][C:14]#[CH:15]. Reported procedure: 4-Methylbenzenesulfonyl chloride (5.7 g, 30 mmol), 3-butyn-1-ol (1.5 mL, 20 mmol) and pyridine (3.2 mL, 40 mmol) in CH2Cl2 (20 mL) were treated according to Procedure 4 giving but-3-ynyl 4-methylbenzenesulfonate (4.15 g, 93%) as a colourless oil. Vanillin (0.86 g, 5.7 mmol) was alkylated with but-3-ynyl 4-methylbenzenesulfonate (1.9 g, 8.5 mmol) according to Procedure 4 and the crude product was recystallised from EtOAc/petrol to provide 4-(but-3-ynyloxy)-3-methoxybenzaldehyde (0.39 g, 34%) as a... Starting materials: IC1=C(C(=CC=2CCCCC12)C(=O)OC)OC (methyl 4-iodo-3-methoxy-5,6,7,8-tetrahydro-2-naphthalenecarboxylate), [OH-].[Na+] (NaOH), CO (Methanol). The solvent is C1CCOC1 (THF), O (H2O). Conditions: time 8 hour. Yields the product IC1=C(C(=CC=2CCCCC12)C(=O)O)OC (4-Iodo-3-methoxy-5,6,7,8-tetrahydro-2-naphthalenecarboxylic acid). Yield: 97.2%. RXN SMILES: [I:1][C:2]1[C:11]2[CH2:10][CH2:9][CH2:8][CH2:7][C:6]=2[CH:5]=[C:4]([C:12]([O:14]C)=[O:13])[C:3]=1[O:16][CH3:17].[OH-].[Na+].CO>C1COCC1.O>[I:1][C:2]1[C:11]2[CH2:10][CH2:9][CH2:8][CH2:7][C:6]=2[CH:5]=[C:4]([C:12]([OH:14])=[O:13])[C:3]=1[O:16][CH3:17] |f:1.2|. Procedure: To a stirred solution of methyl 4-iodo-3-methoxy-5,6,7,8-tetrahydro-2-naphthalenecarboxylate (3.0 g, 8.67 mmol) in THF (12 mL) and H2O (4 mL) was added 10N NaOH (9 mL). Methanol was added dropwise until the cloudy solution became clear. After stirring overnight at room temperature, the THF was removed in vacuo. The aqueous solution was acidified to pH 2 with 1N HCl and resulting white precipitate was extracted with DCM (3×25 mL). The combined organic extracts were dried (Na2SO4), filtered and co... Reactants: C1(=CC=C(C=C1)S(=O)(=O)Cl)C (p-toluenesulfonyl chloride), C(CCCCCCCCCCCCC)(=O)OC(CO)COC(CCCCCCCCCCCCC)=O (2,3 Dimyristoylglycerol), Cl (hydrochloric acid). Solvent: N1=CC=CC=C1 (pyridine). Conditions: temperature 0 celsius. Product: C(CCCCCCCCCCCCC)(=O)OC(CO)COC(CCCCCCCCCCCCC)=O.S(=O)(=O)([O-])C1=CC=C(C)C=C1 (2,3-Dimyristoylglycerol tosylate). The yield is 131.6%. As a reaction SMILES: [C:1]([O:16][CH:17]([CH2:20][O:21][C:22](=[O:36])[CH2:23][CH2:24][CH2:25][CH2:26][CH2:27][CH2:28][CH2:29][CH2:30][CH2:31][CH2:32][CH2:33][CH2:34][CH3:35])[CH2:18][OH:19])(=[O:15])[CH2:2][CH2:3][CH2:4][CH2:5][CH2:6][CH2:7][CH2:8][CH2:9][CH2:10][CH2:11][CH2:12][CH2:13][CH3:14].[C:37]1([CH3:47])[CH:42]=[CH:41][C:40]([S:43](Cl)(=[O:45])=[O:44])=[CH:39][CH:38]=1.Cl>N1C=CC=CC=1>[C:1]([O:16][CH:17]([CH2:20][O:21][C:22](=[O:36])[CH2:23][CH2:24][CH2:25][CH2:26][CH2:27][CH2:28][CH2:29][CH2:30][CH2:31][CH2:32][CH2:33][CH2:34][CH3:35])[CH2:18][OH:19])(=[O:15])[CH2:2][CH2:3][CH2:4][CH2:5][CH2:6][CH2:7][CH2:8][CH2:9][CH2:10][CH2:11][CH2:12][CH2:13][CH3:14].[S:43]([C:40]1[CH:41]=[CH:42][C:37]([CH3:47])=[CH:38][CH:39]=1)([O-:15])(=[O:45])=[O:44] |f:4.5|. Procedure: 2,3 Dimyristoylglycerol (600 mg, 1.4 mmol) was dissolved in pyridine and the solution cooled to 0° C. The solution was stirred under a nitrogen atmosphere and p-toluenesulfonyl chloride (300 mg, 1.57 mmol) was added. The solution was allowed to warm to room temperature and was then stirred overnight at ambient temperature. To the solution was added hydrochloric acid (2.5M, 20 mL) and the solution was extracted three times with methylene chloride (25 mL). The combined organic extracts were dried ... The reactants are CCCc1nc(CC)c(Br)c(=O)n1Cc1ccc(-c2ccccc2C#N)cc1, O=C([O-])[O-], C1COCCO1, CCOC(C)=O, [Cs+], [Cs+], CC(C)Oc1ccc(B(O)O)cc1F. Product: CCCc1nc(CC)c(-c2ccc(OC(C)C)c(F)c2)c(=O)n1Cc1ccc(-c2ccccc2C#N)cc1. RXN SMILES: [Br:1][c:2]1[c:3]([CH2:27][CH3:28])[n:4][c:5]([CH2:24][CH2:25][CH3:26])[n:6]([CH2:9][c:10]2[cH:11][cH:12][c:13](-[c:16]3[c:17]([C:22]#[N:23])[cH:18][cH:19][cH:20][cH:21]3)[cH:14][cH:15]2)[c:7]1=[O:8].[C:43](=[O:44])([O-:45])[O-:46].[CH2:49]1[O:50][CH2:51][CH2:52][O:53][CH2:54]1.[CH3:55][CH2:56][O:57][C:58](=[O:59])[CH3:60].[Cs+:47].[Cs+:48].[F:29][c:30]1[cH:31][c:32]([B:40]([OH:41])[OH:42])[cH:33][cH:34][c:35]1[O:36][CH:37]([CH3:38])[CH3:39]>>[c:2]1(-[c:32]2[cH:31][c:30]([F:29])[c:35]([O:36][CH:37]([CH3:38])[CH3:39])[cH:34][cH:33]2)[c:3]([CH2:27][CH3:28])[n:4][c:5]([CH2:24][CH2:25][CH3:26])[n:6]([CH2:9][c:10]2[cH:11][cH:12][c:13](-[c:16]3[c:17]([C:22]#[N:23])[cH:18][cH:19][cH:20][cH:21]3)[cH:14][cH:15]2)[c:7]1=[O:8]. Product: N#Cc1ccc(-c2ccc(C(=O)O)cc2)cn1. RXN SMILES: [C:1](#[N:2])[c:3]1[cH:4][cH:5][c:6](-[c:9]2[cH:10][cH:11][c:12]([C:13](=[O:14])[O:15][CH3:16])[cH:17][cH:18]2)[cH:7][n:8]1.[ClH:21].[Li+:20].[O:22]1[CH2:23][CH2:24][O:25][CH2:26][CH2:27]1.[OH-:19].[OH2:28]>>[C:1](#[N:2])[c:3]1[cH:4][cH:5][c:6](-[c:9]2[cH:10][cH:11][c:12]([C:13](=[O:14])[OH:15])[cH:17][cH:18]2)[cH:7][n:8]1. The reactants are COC(=O)c1ccc(-c2ccc(C#N)nc2)cc1, Cl, [Li+], C1COCCO1, [OH-], O. Starting materials: Brc1nccs1, CCc1cc(Br)ccc1O, [K+], [K+], O=C([O-])[O-], CN(C)C=O. Product: CCc1cc(Br)ccc1Oc1nccs1. As a reaction SMILES: [Br:11][c:12]1[s:13][cH:14][cH:15][n:16]1.[Br:1][c:2]1[cH:3][c:4]([CH2:9][CH3:10])[c:5]([OH:8])[cH:6][cH:7]1.[K+:17].[K+:18].[O-:19][C:20]([O-:21])=[O:22].[O:23]=[CH:24][N:25]([CH3:26])[CH3:27]>>[Br:1][c:2]1[cH:3][c:4]([CH2:9][CH3:10])[c:5]([O:8][c:12]2[s:13][cH:14][cH:15][n:16]2)[cH:6][cH:7]1. Reactants: C1(CC1)N1C=C(C(C2=C(C(=C(C(=C12)F)F)F)C=C)=O)C(=O)O (1-cyclopropyl-6,7,8-trifluoro-1,4-dihydro-4-oxo-5-vinyl-3-quinolinecarboxylic acid), CNC1C2CNCC2CC=C1 (4-methylamino-1,3,3a,4,7,7a-hexahydro-isoindole), C1CN2CCN1CC2 (DABCO), O (water). Solvent: C(C)#N (acetonitrile), CN(C=O)C (dimethylformamide). The product is CNC1C2CN(CC2CC=C1)C1=C(C(=C2C(C(=CN(C2=C1F)C1CC1)C(=O)O)=O)C=C)F (7-(4-methylamino-1,3,3a,4,7,7a-hexahydro-isoindol-2-yl)-1-cyclopropyl-6,8-difluoro-1,4-dihydro-4-oxo-5-vinyl-3-quinolinecarboxylic acid). Isolated yield 76.1%. RXN SMILES: [CH:1]1([N:4]2[C:13]3[C:8](=[C:9]([CH:17]=[CH2:18])[C:10]([F:16])=[C:11](F)[C:12]=3[F:14])[C:7](=[O:19])[C:6]([C:20]([OH:22])=[O:21])=[CH:5]2)[CH2:3][CH2:2]1.[CH3:23][NH:24][CH:25]1[CH:33]=[CH:32][CH2:31][CH:30]2[CH:26]1[CH2:27][NH:28][CH2:29]2.C1N2CCN(CC2)C1.O>C(#N)C.CN(C)C=O>[CH3:23][NH:24][CH:25]1[CH:33]=[CH:32][CH2:31][CH:30]2[CH:26]1[CH2:27][N:28]([C:11]1[C:12]([F:14])=[C:13]3[C:8]([C:7](=[O:19])[C:6]([C:20]([OH:22])=[O:21])=[CH:5][N:4]3[CH:1]3[CH2:3][CH2:2]3)=[C:9]([CH:17]=[CH2:18])[C:10]=1[F:16])[CH2:29]2. Reported procedure: 0.46 g of 1-cyclopropyl-6,7,8-trifluoro-1,4-dihydro-4-oxo-5-vinyl-3-quinolinecarboxylic acid, 0.34 g of 4-methylamino-1,3,3a,4,7,7a-hexahydro-isoindole and 0.18 g of DABCO are refluxed for 2 hours in a mixture of 3 ml of acetonitrile and 1.5 ml of dimethylformamide. At room temperature, the reaction mixture is treated with 20 ml of water, and the product is filtered off with suction, washed with water and dried. 0.5 g of 7-(4-methylamino-1,3,3a,4,7,7a-hexahydro-isoindol-2-yl)-1-cyclopropyl-6,8-d...